From a dataset of the Open Reaction Database (ORD), a public repository of structured organic reaction records. describe an organic reaction: reactants, conditions, products, and yield Reactants: CCN, CCC(CC)(Nc1nccn(-c2cc(C(=O)NC3CC3)ccc2C)c1=O)c1ccccc1OCCCl, O. Yields the product CCNCCOc1ccccc1C(CC)(CC)Nc1nccn(-c2cc(C(=O)NC3CC3)ccc2C)c1=O. Reaction SMILES: [CH3:37][CH2:38][NH2:39].[Cl:1][CH2:2][CH2:3][O:4][c:5]1[c:6]([C:11]([CH2:12][CH3:13])([CH2:14][CH3:15])[NH:16][c:17]2[c:18](=[O:36])[n:19](-[c:23]3[cH:24][c:25]([C:26](=[O:27])[NH:28][CH:29]4[CH2:30][CH2:31]4)[cH:32][cH:33][c:34]3[CH3:35])[cH:20][cH:21][n:22]2)[cH:7][cH:8][cH:9][cH:10]1.[OH2:40]>>[CH2:2]([CH2:3][O:4][c:5]1[c:6]([C:11]([CH2:12][CH3:13])([CH2:14][CH3:15])[NH:16][c:17]2[c:18](=[O:36])[n:19](-[c:23]3[cH:24][c:25]([C:26](=[O:27])[NH:28][CH:29]4[CH2:30][CH2:31]4)[cH:32][cH:33][c:34]3[CH3:35])[cH:20][cH:21][n:22]2)[cH:7][cH:8][cH:9][cH:10]1)[NH:39][CH2:38][CH3:37]. Reactants: CCOC(C)=O, CO, ClCCl, Cl, CC(C)(C)OC(=O)NC1(c2ccc(-c3nc4ccn5cnnc5c4cc3-c3ccccc3)cc2)CCC1. Yields the product Cl, NC1(c2ccc(-c3nc4ccn5cnnc5c4cc3-c3ccccc3)cc2)CCC1. Reaction SMILES: [CH3:39][CH2:40][O:41][C:42]([CH3:43])=[O:44].[CH3:45][OH:46].[Cl:47][CH2:48][Cl:49].[ClH:38].[c:1]1(-[c:7]2[c:8](-[c:20]3[cH:21][cH:22][c:23]([C:26]4([NH:30][C:31](=[O:32])[O:33][C:34]([CH3:35])([CH3:36])[CH3:37])[CH2:27][CH2:28][CH2:29]4)[cH:24][cH:25]3)[n:9][c:10]3[cH:11][cH:12][n:13]4[c:14]([c:15]3[cH:16]2)[n:17][n:18][cH:19]4)[cH:2][cH:3][cH:4][cH:5][cH:6]1>>[ClH:38].[c:1]1(-[c:7]2[c:8](-[c:20]3[cH:21][cH:22][c:23]([C:26]4([NH2:30])[CH2:27][CH2:28][CH2:29]4)[cH:24][cH:25]3)[n:9][c:10]3[cH:11][cH:12][n:13]4[c:14]([c:15]3[cH:16]2)[n:17][n:18][cH:19]4)[cH:2][cH:3][cH:4][cH:5][cH:6]1. Reported procedure: Using the method described in Example 49, 3-cyclopentyl-2-[6-oxo-4-(2-trifluoromethoxy-phenoxy)-6H-pyridazin-1-yl]-propionic acid (Intermediate 76) and 1-((R)-2,2-dimethyl-[1,3]dioxolan-4-ylmethyl)-1H-pyrazol-3-ylamine (Intermediate 4) afforded 3-cyclopentyl-N-[1-((R)-2,2-dimethyl-[1,3]dioxolan-4-ylmethyl)-1H-pyrazol-3-yl]-2-[6-oxo-4-(2-trifluoromethoxy-phenoxy)-6H-pyridazin-1-yl]-propionamide as an off-white foam as a mixture of diastereomers (1.37 g, 96%). The product is C1(CCCC1)CC(C(=O)NC1=NN(C=C1)C[C@H]1OC(OC1)(C)C)N1N=CC(=CC1=O)OC1=C(C=CC=C1)OC(F)(F)F (3-cyclopentyl-N-[1-((R)-2,2-dimethyl-[1,3]dioxolan-4-ylmethyl)-1H-pyrazol-3-yl]-2-[6-oxo-4-(2-trifluoromethoxy-phenoxy)-6H-pyridazin-1-yl]-propionamide). As a reaction SMILES: [CH:1]1([CH2:6][CH:7]([N:11]2[C:16](=[O:17])[CH:15]=[C:14]([O:18][C:19]3[CH:24]=[CH:23][CH:22]=[CH:21][C:20]=3[O:25][C:26]([F:29])([F:28])[F:27])[CH:13]=[N:12]2)[C:8]([OH:10])=O)[CH2:5][CH2:4][CH2:3][CH2:2]1.[CH3:30][C:31]1([CH3:43])[O:35][C@H:34]([CH2:36][N:37]2[CH:41]=[CH:40][C:39]([NH2:42])=[N:38]2)[CH2:33][O:32]1>>[CH:1]1([CH2:6][CH:7]([N:11]2[C:16](=[O:17])[CH:15]=[C:14]([O:18][C:19]3[CH:24]=[CH:23][CH:22]=[CH:21][C:20]=3[O:25][C:26]([F:28])([F:27])[F:29])[CH:13]=[N:12]2)[C:8]([NH:42][C:39]2[CH:40]=[CH:41][N:37]([CH2:36][C@@H:34]3[CH2:33][O:32][C:31]([CH3:43])([CH3:30])[O:35]3)[N:38]=2)=[O:10])[CH2:2][CH2:3][CH2:4][CH2:5]1. Starting materials: C1(CCCC1)CC(C(=O)O)N1N=CC(=CC1=O)OC1=C(C=CC=C1)OC(F)(F)F (3-cyclopentyl-2-[6-oxo-4-(2-trifluoromethoxy-phenoxy)-6H-pyridazin-1-yl]-propionic acid), CC1(OC[C@H](O1)CN1N=C(C=C1)N)C (1-((R)-2,2-dimethyl-[1,3]dioxolan-4-ylmethyl)-1H-pyrazol-3-ylamine), C1(CCCC1)CC(C(=O)O)N1N=CC(=CC1=O)OC1=C(C=CC=C1)OC(F)(F)F (3-cyclopentyl-2-[6-oxo-4-(2-trifluoromethoxy-phenoxy)-6H-pyridazin-1-yl]-propionic acid), CC1(OC[C@H](O1)CN1N=C(C=C1)N)C (1-((R)-2,2-dimethyl-[1,3]dioxolan-4-ylmethyl)-1H-pyrazol-3-ylamine). Starting materials: CC1=C(C(=NO1)C1=CC=CC=C1)COC=1N=CC(=NC1)C(=O)O (5-(5-methyl-3-phenyl-isoxazol-4-ylmethoxy)-pyrazine-2-carboxylic acid), C(C)(C)(C)N (tert-butylamine). Yields the product C(C)(C)(C)NC(=O)C1=NC=C(N=C1)OCC=1C(=NOC1C)C1=CC=CC=C1 (5-(5-Methyl-3-phenyl-isoxazol-4-ylmethoxy)-pyrazine-2-carboxylic acid tert-butylamide). Isolated yield 20.0%. As a reaction SMILES: [CH3:1][C:2]1[O:6][N:5]=[C:4]([C:7]2[CH:12]=[CH:11][CH:10]=[CH:9][CH:8]=2)[C:3]=1[CH2:13][O:14][C:15]1[N:16]=[CH:17][C:18]([C:21]([OH:23])=O)=[N:19][CH:20]=1.[C:24]([NH2:28])([CH3:27])([CH3:26])[CH3:25]>>[C:24]([NH:28][C:21]([C:18]1[CH:17]=[N:16][C:15]([O:14][CH2:13][C:3]2[C:4]([C:7]3[CH:8]=[CH:9][CH:10]=[CH:11][CH:12]=3)=[N:5][O:6][C:2]=2[CH3:1])=[CH:20][N:19]=1)=[O:23])([CH3:27])([CH3:26])[CH3:25]. Procedure details: As described for example 2b, 5-(5-methyl-3-phenyl-isoxazol-4-ylmethoxy)-pyrazine-2-carboxylic acid (100 mg, 0.32 mmol) was converted using tert-butylamine instead of aminomethylcyclopropane, to the title compound (SiO2, heptane:ethyl acetate=90:10 to 60:40, 24 mg, 20%) which was obtained as a colorless gum. MS: m/e=367.2 [M+H]+. Reactants: COc1ccc(CN(c2cc(OC)nc(SCCc3ccccc3)n2)S(=O)(=O)N2CCC2)cc1, ClCCl, O=C(O)C(F)(F)F. Yields the product COc1cc(NS(=O)(=O)N2CCC2)nc(SCCc2ccccc2)n1. As a reaction SMILES: [CH3:1][O:2][c:3]1[cH:4][cH:5][c:6]([CH2:7][N:10]([S:11](=[O:12])(=[O:13])[N:14]2[CH2:15][CH2:16][CH2:17]2)[c:18]2[n:19][c:20]([S:26][CH2:27][CH2:28][c:29]3[cH:30][cH:31][cH:32][cH:33][cH:34]3)[n:21][c:22]([O:24][CH3:25])[cH:23]2)[cH:8][cH:9]1.[Cl:42][CH2:43][Cl:44].[F:35][C:36]([F:37])([F:38])[C:39]([OH:40])=[O:41]>>[NH:10]([S:11](=[O:12])(=[O:13])[N:14]1[CH2:15][CH2:16][CH2:17]1)[c:18]1[n:19][c:20]([S:26][CH2:27][CH2:28][c:29]2[cH:30][cH:31][cH:32][cH:33][cH:34]2)[n:21][c:22]([O:24][CH3:25])[cH:23]1. Reactants: CS(=O)(=O)Cl, CN(C)c1ccncc1, CN(C(=O)Oc1ccc(Cl)cc1)C1CCC(CSCCO)CC1, ClCCl, O, c1ccncc1. Yields the product CN(C(=O)Oc1ccc(Cl)cc1)C1CCC(CSCCCl)CC1. RXN SMILES: [CH3:24][S:25](=[O:26])(=[O:27])[Cl:28].[CH3:39][N:40]([c:41]1[cH:42][cH:43][n:44][cH:45][cH:46]1)[CH3:47].[Cl:1][c:2]1[cH:3][cH:4][c:5]([O:8][C:9]([N:10]([CH3:11])[CH:12]2[CH2:13][CH2:14][CH:15]([CH2:18][S:19][CH2:20][CH2:21][OH:22])[CH2:16][CH2:17]2)=[O:23])[cH:6][cH:7]1.[Cl:36][CH2:37][Cl:38].[OH2:35].[cH:29]1[cH:30][cH:31][n:32][cH:33][cH:34]1>>[Cl:1][c:2]1[cH:3][cH:4][c:5]([O:8][C:9]([N:10]([CH3:11])[CH:12]2[CH2:13][CH2:14][CH:15]([CH2:18][S:19][CH2:20][CH2:21][Cl:28])[CH2:16][CH2:17]2)=[O:23])[cH:6][cH:7]1. The reactants are FC(/C=C/C(=O)OCC)(F)F (Ethyl 4,4,4-trifluorocrotonate), CN (methylamine). Run in C(C)O (ethanol), C(C)O (ethanol). Yields the product CNC(CC(=O)OCC)C(F)(F)F (ethyl 3-(methylamino)-4,4,4-trifluorobutanoate). Reaction SMILES: [F:1][C:2]([F:11])([F:10])/[CH:3]=[CH:4]/[C:5]([O:7][CH2:8][CH3:9])=[O:6].[CH3:12][NH2:13]>C(O)C>[CH3:12][NH:13][CH:3]([C:2]([F:10])([F:11])[F:1])[CH2:4][C:5]([O:7][CH2:8][CH3:9])=[O:6]. Procedure: Gaseous methylamine was bubbled into absolute ethanol (50 ml.) at 0° C. until 8.5 g. (0.27 mole) was dissolved in the ethanol solvent. Ethyl 4,4,4-trifluorocrotonate (25.0 g., 0.15 mole) in ethanol was added to the methylamine solution at 0° C. The reaction mixture in ethanol was left overnight at 20° C. Thereafter, the solvent was driven off and the residue distilled to produce ethyl 3-(methylamino)-4,4,4-trifluorobutanoate in a yield of 22 g. This product was characterized by a boiling point, ... The reactants are N1C(=NC=C1)CC1=CC=C(C=C1)O (4-(1-imidazolylmethyl)-phenol), ClCC=1C=C(C=CC1)C(F)(F)F (3-chloromethylbenzotrifluoride), Cl(=O)(=O)(=O)O (perchloric acid). The product is N1C(=NC=C1)CC1=CC=C(C=C1)OCC1=CC(=CC=C1)C(F)(F)F ([4-(1-Imidazolylmethyl)-phenyl]-(3-trifluoromethylbenzyl)-ether). As a reaction SMILES: [NH:1]1[CH:5]=[CH:4][N:3]=[C:2]1[CH2:6][C:7]1[CH:12]=[CH:11][C:10]([OH:13])=[CH:9][CH:8]=1.Cl[CH2:15][C:16]1[CH:17]=[C:18]([C:22]([F:25])([F:24])[F:23])[CH:19]=[CH:20][CH:21]=1.Cl(O)(=O)(=O)=O>>[NH:1]1[CH:5]=[CH:4][N:3]=[C:2]1[CH2:6][C:7]1[CH:12]=[CH:11][C:10]([O:13][CH2:15][C:16]2[CH:21]=[CH:20][CH:19]=[C:18]([C:22]([F:23])([F:24])[F:25])[CH:17]=2)=[CH:9][CH:8]=1. Procedure: This substance is prepared in analogy to Example 2 from 4-(1-imidazolylmethyl)-phenol and 3-chloromethylbenzotrifluoride with the use of perchloric acid.